Dataset: the Open Reaction Database (ORD), a public repository of structured organic reaction records. Task: describe an organic reaction: reactants, conditions, products, and yield The reactants are C(Cl)(Cl)Cl (CHCl3), COC=1C=C(OCC(N)=NO)C=CC1OC (2-(3,4-Dimethoxyphenoxy)-N′-hydroxyacetoimidamide), C(C)(C)(C)OC(=O)N1[C@@H](CCC1)C(=O)O ((S)-1-(tert-butoxycarbonyl)pyrrolidine-2-carboxylic acid), CCN=C=NCCCN(C)C.Cl (WSC.HCl). Run in O (Water). Conditions: time 4 hour. The product is COC=1C=C(OCC2=NOC(=N2)[C@H]2N(CCC2)C(=O)OC(C)(C)C)C=CC1OC ((S)-t-Butyl 2-(3-((3,4-dimethoxyphenoxy)methyl)-1,2,4-oxadiazol-5-yl)pyrrolidine-1-carboxylate). Isolated yield 10.6%. As a reaction SMILES: C(Cl)(Cl)Cl.[CH3:5][O:6][C:7]1[CH:8]=[C:9]([CH:16]=[CH:17][C:18]=1[O:19][CH3:20])[O:10][CH2:11][C:12](=[N:14][OH:15])[NH2:13].[C:21]([O:25][C:26]([N:28]1[CH2:32][CH2:31][CH2:30][C@H:29]1[C:33](O)=O)=[O:27])([CH3:24])([CH3:23])[CH3:22].CCN=C=NCCCN(C)C.Cl>O>[CH3:5][O:6][C:7]1[CH:8]=[C:9]([CH:16]=[CH:17][C:18]=1[O:19][CH3:20])[O:10][CH2:11][C:12]1[N:13]=[C:33]([C@@H:29]2[CH2:30][CH2:31][CH2:32][N:28]2[C:26]([O:25][C:21]([CH3:22])([CH3:24])[CH3:23])=[O:27])[O:15][N:14]=1 |f:3.4|. Procedure details: To a CHCl3 (20 ml) solution of the compound (1.0 g) obtained in Example 12-(1) and (S)-1-(tert-butoxycarbonyl)pyrrolidine-2-carboxylic acid (1.0 g), WSC.HCl (1.0 g) was added and the mixture was stirred at room temperature for 4 hours. Water was added, followed by extraction with CHCl3. After distilling off the solvent under reduced pressure, the residue was dissolved in toluene (20 ml), followed by refluxing for 2 hours. The solvent was distilled off under reduced pressure and the residue was p... Starting materials: CCC(=C)CC\C=C(/C)\CCC=C(C)C ((E)-β-farnesene), CCC(=C)CC\C=C(/C)\CCC=C(C)C ((E)-β-farnesene), N(=NC(=O)OCC)C(=O)OCC (diethyl azodicarboxylate). Solvent: CCOCC (ether). Run at temperature -20 celsius, time 8 hour. Yields the product C(C)OC(=O)N1N(CC(=CC1)CCC=C(CCC=C(C)C)C)C(=O)OCC (1,2-bis(ethoxycarbonyl)-4-(4,8-dimethyl-3,7-nonadienyl)-1,2,3,6-tetrahydropyridazine). Yield: 43.0%. RXN SMILES: [CH3:1][CH2:2][C:3]([CH2:5][CH2:6]/[CH:7]=[C:8](/[CH2:10][CH2:11][CH:12]=[C:13]([CH3:15])[CH3:14])\[CH3:9])=[CH2:4].[N:16]([C:23]([O:25][CH2:26][CH3:27])=[O:24])=[N:17][C:18]([O:20][CH2:21][CH3:22])=[O:19]>CCOCC>[CH2:21]([O:20][C:18]([N:17]1[CH2:1][CH:2]=[C:3]([CH2:5][CH2:6][CH:7]=[C:8]([CH3:9])[CH2:10][CH2:11][CH:12]=[C:13]([CH3:14])[CH3:15])[CH2:4][N:16]1[C:23]([O:25][CH2:26][CH3:27])=[O:24])=[O:19])[CH3:22]. Procedure details: A solution of the (E)-β-farnesene-containing product of Example 1 (14.5 g) in ether (20 ml) is cooled to -20° C. and diethyl azodicarboxylate (8.7 g) is slowly added with stirring. The mixture is stored at -20° C. overnight and then at 4° C., the reaction being shown by n.m.r. to be complete after 8 hours at 4° C. The mixture is then subjected to fractional distillation to give the adduct, 1,2-bis(ethoxycarbonyl)-4-(4,8-dimethyl-3,7-nonadienyl)-1,2,3,6-tetrahydropyridazine (I) as a yellow oil (8... Starting materials: CC(=O)O, C1CCOC1, CNC(=O)c1nc(-c2cccc(C=O)c2)cnc1N, Nc1ccc2ccccc2c1, [Na+], O=C([O-])O. The product is CNC(=O)c1nc(-c2cccc(CNc3ccc4ccccc4c3)c2)cnc1N. RXN SMILES: [C:31]([OH:32])(=[O:33])[CH3:34].[CH2:40]1[O:41][CH2:42][CH2:43][CH2:44]1.[NH2:1][c:2]1[c:3]([C:16](=[O:17])[NH:18][CH3:19])[n:4][c:5](-[c:8]2[cH:9][c:10]([CH:14]=[O:15])[cH:11][cH:12][cH:13]2)[cH:6][n:7]1.[NH2:20][c:21]1[cH:22][cH:23][c:24]2[cH:25][cH:26][cH:27][cH:28][c:29]2[cH:30]1.[Na+:39].[O-:35][C:36]([OH:37])=[O:38]>>[NH2:1][c:2]1[c:3]([C:16](=[O:17])[NH:18][CH3:19])[n:4][c:5](-[c:8]2[cH:9][c:10]([CH2:14][NH:20][c:21]3[cH:22][cH:23][c:24]4[cH:25][cH:26][cH:27][cH:28][c:29]4[cH:30]3)[cH:11][cH:12][cH:13]2)[cH:6][n:7]1. Reactants: ClC=1N=C(C(=NC1)C1=C(C=NC=C1)F)C=1C=NC=CC1 (5-chloro-2-(3-fluoropyridin-4-yl)-3-pyridin-3-ylpyrazine), Cl.FC(C(C)N)(F)F (1,1,1-trifluoropropan-2-amine hydrochloride), C([O-])([O-])=O.[Cs+].[Cs+] (caesium carbonate), C=1C=CC(=CC1)P(C=2C=CC=CC2)C3=CC=C4C=CC=CC4=C3C5=C6C=CC=CC6=CC=C5P(C=7C=CC=CC7)C=8C=CC=CC8 (BINAP). Reagents/catalysts: C(C)(=O)[O-].[Pd+2].C(C)(=O)[O-] (palladium(II) acetate). Run in C1(=CC=CC=C1)C (toluene). Conditions: time 8 hour. The product is FC=1C=NC=CC1C=1N=CC(=NC1C=1C=NC=CC1)NC(C(F)(F)F)C (5-(3-Fluoropyridin-4-yl)-6-pyridin-3-yl-N-(2,2,2-trifluoro-1-methylethyl)pyrazin-2-amine). Isolated yield 16.5%. As a reaction SMILES: Cl[C:2]1[N:3]=[C:4]([C:15]2[CH:16]=[N:17][CH:18]=[CH:19][CH:20]=2)[C:5]([C:8]2[CH:13]=[CH:12][N:11]=[CH:10][C:9]=2[F:14])=[N:6][CH:7]=1.Cl.[F:22][C:23]([F:28])([F:27])[CH:24]([NH2:26])[CH3:25].C(=O)([O-])[O-].[Cs+].[Cs+].C1C=CC(P(C2C(C3C(P(C4C=CC=CC=4)C4C=CC=CC=4)=CC=C4C=3C=CC=C4)=C3C(C=CC=C3)=CC=2)C2C=CC=CC=2)=CC=1>C([O-])(=O)C.[Pd+2].C([O-])(=O)C.C1(C)C=CC=CC=1>[F:14][C:9]1[CH:10]=[N:11][CH:12]=[CH:13][C:8]=1[C:5]1[N:6]=[CH:7][C:2]([NH:26][CH:24]([CH3:25])[C:23]([F:28])([F:27])[F:22])=[N:3][C:4]=1[C:15]1[CH:16]=[N:17][CH:18]=[CH:19][CH:20]=1 |f:1.2,3.4.5,7.8.9|. Reported procedure: An oven dried resealable Schlenk tube was charged with 5-chloro-2-(3-fluoropyridin-4-yl)-3-pyridin-3-ylpyrazine (Preparation 30, 0.100 g, 0.35 mmol), 1,1,1-trifluoropropan-2-amine hydrochloride (0.063 g, 0.42 mmol), caesium carbonate (0.273 g, 0.84 mmol), BINAP (0.0065 g, 0.01 mmol) and toluene (2 mL). The Schlenk tube was subjected to several cycles of evacuation-backfilling with argon, and palladium(II) acetate (0.0015 g, 0.007 mmol) was added. After three new cycles of evacuation-backfilling ... Reactants: O=C(CNC(=O)c1cccc(C(F)(F)F)c1)NC1CNC1, N#CCn1cc(C2CCC(=O)CC2)ccc1=O. Yields the product N#CCn1cc(C2CCC(N3CC(NC(=O)CNC(=O)c4cccc(C(F)(F)F)c4)C3)CC2)ccc1=O. RXN SMILES: [NH:18]1[CH2:19][CH:20]([NH:22][C:23](=[O:24])[CH2:25][NH:26][C:27]([c:28]2[cH:29][c:30]([C:34]([F:35])([F:36])[F:37])[cH:31][cH:32][cH:33]2)=[O:38])[CH2:21]1.[O:1]=[c:2]1[n:3]([CH2:15][C:16]#[N:17])[cH:4][c:5]([CH:8]2[CH2:9][CH2:10][C:11](=[O:14])[CH2:12][CH2:13]2)[cH:6][cH:7]1>>[O:1]=[c:2]1[n:3]([CH2:15][C:16]#[N:17])[cH:4][c:5]([CH:8]2[CH2:9][CH2:10][CH:11]([N:18]3[CH2:19][CH:20]([NH:22][C:23](=[O:24])[CH2:25][NH:26][C:27]([c:28]4[cH:29][c:30]([C:34]([F:35])([F:36])[F:37])[cH:31][cH:32][cH:33]4)=[O:38])[CH2:21]3)[CH2:12][CH2:13]2)[cH:6][cH:7]1. Starting materials: COC(=O)c1cccc(C(=O)[O-])c1, Cl, CC(N)C(=O)N1CCC(O)(c2ccc(Cl)cc2)C(C)(C)C1. Yields the product COC(=O)c1cccc(C(=O)NC(C)C(=O)N2CCC(O)(c3ccc(Cl)cc3)C(C)(C)C2)c1. RXN SMILES: [C:23]([c:24]1[cH:25][c:26]([C:27](=[O:28])[O-:29])[cH:30][cH:31][cH:32]1)(=[O:33])[O:34][CH3:35].[ClH:22].[NH2:1][CH:2]([C:3](=[O:4])[N:5]1[CH2:6][C:7]([CH3:19])([CH3:20])[C:8]([OH:11])([c:12]2[cH:13][cH:14][c:15]([Cl:18])[cH:16][cH:17]2)[CH2:9][CH2:10]1)[CH3:21]>>[NH:1]([CH:2]([C:3](=[O:4])[N:5]1[CH2:6][C:7]([CH3:19])([CH3:20])[C:8]([OH:11])([c:12]2[cH:13][cH:14][c:15]([Cl:18])[cH:16][cH:17]2)[CH2:9][CH2:10]1)[CH3:21])[C:27]([c:26]1[cH:25][c:24]([C:23](=[O:33])[O:34][CH3:35])[cH:32][cH:31][cH:30]1)=[O:28]. The reactants are [H-].[Na+] (NaH), oil, BrC1=C2C=CNC2=CC=C1 (4-bromoindole), C(C)(C)[Si](C(C)C)(C(C)C)Cl (triisopropylsilyl chloride). The solvent is C(Cl)Cl (CH2Cl2), CN(C)C=O (DMF). Conditions: time 1 hour. Yields the product BrC1=C2C=CN(C2=CC=C1)[Si](C(C)C)(C(C)C)C(C)C (4-Bromo-1-(tri-isopropylsilyl)-1H-indole). Isolated yield 62.6%. RXN SMILES: [H-].[Na+].[Br:3][C:4]1[CH:12]=[CH:11][CH:10]=[C:9]2[C:5]=1[CH:6]=[CH:7][NH:8]2.[CH:13]([Si:16](Cl)([CH:20]([CH3:22])[CH3:21])[CH:17]([CH3:19])[CH3:18])([CH3:15])[CH3:14]>C(Cl)Cl.CN(C=O)C>[Br:3][C:4]1[CH:12]=[CH:11][CH:10]=[C:9]2[C:5]=1[CH:6]=[CH:7][N:8]2[Si:16]([CH:20]([CH3:22])[CH3:21])([CH:17]([CH3:19])[CH3:18])[CH:13]([CH3:15])[CH3:14] |f:0.1|. Reported procedure: The NaH 60% dispersion in oil (0.94 g, 23.4 mmol) was added to a solution of 4-bromoindole (3.07 g, 15.6 mmol) and triisopropylsilyl chloride (3.62 g, 18.8 mmol) in CH2Cl2 (50 mL) and DMF (2 mL). The reaction was stirred at room temperature for 1 h and quenched with water. The insoluble material was filtered off and the solvent was removed. Purification by column chromatography (SiO2, CH2Cl2/heptane 1:4) yielded 3.44 g (63%) of the title compound: 1H NMR (CDCl3) δ 7.42–6.63 (m, 5 H), 1.66 (sept,... The reactants are FC=1C(=NC=C(C1)CNC(C1=NC=C(C=C1)N1CCNCC1)=O)C1=CC(=NC=C1)C(F)(F)F (N-((3-fluoro-2′-(trifluoromethyl)-2,4′-bipyridin-5-yl)methyl)-5-(piperazin-1-yl)picolinamide), CCN(C(C)C)C(C)C (DIEA), ClC(=O)OC (methyl chloroformate). Solvent: C1CCOC1 (THF). Reaction conditions: time 2 hour. The product is FC=1C(=NC=C(C1)CNC(=O)C1=CC=C(C=N1)N1CCN(CC1)C(=O)OC)C1=CC(=NC=C1)C(F)(F)F (methyl 4-(6-((3-fluoro-2′-(trifluoromethyl)-2,4′-bipyridin-5-yl)methylcarbamoyl)pyridin-3-yl)piperazine-1-carboxylate). RXN SMILES: [F:1][C:2]1[C:3]([C:24]2[CH:29]=[CH:28][N:27]=[C:26]([C:30]([F:33])([F:32])[F:31])[CH:25]=2)=[N:4][CH:5]=[C:6]([CH2:8][NH:9][C:10](=[O:23])[C:11]2[CH:16]=[CH:15][C:14]([N:17]3[CH2:22][CH2:21][NH:20][CH2:19][CH2:18]3)=[CH:13][N:12]=2)[CH:7]=1.CCN(C(C)C)C(C)C.Cl[C:44]([O:46][CH3:47])=[O:45]>C1COCC1>[F:1][C:2]1[C:3]([C:24]2[CH:29]=[CH:28][N:27]=[C:26]([C:30]([F:33])([F:31])[F:32])[CH:25]=2)=[N:4][CH:5]=[C:6]([CH2:8][NH:9][C:10]([C:11]2[N:12]=[CH:13][C:14]([N:17]3[CH2:22][CH2:21][N:20]([C:44]([O:46][CH3:47])=[O:45])[CH2:19][CH2:18]3)=[CH:15][CH:16]=2)=[O:23])[CH:7]=1. Procedure details: To a solution of N-((3-fluoro-2′-(trifluoromethyl)-2,4′-bipyridin-5-yl)methyl)-5-(piperazin-1-yl)picolinamide 49-6 (64 mg, 0.14 mmol) and DIEA (0.07 mL, 0.42 mmol) in THF (1 mL) was added methyl chloroformate (13 uL, 0.17 mmol) dropwise at room temperature. The mixture was stirred for 2 hours. The solvent was removed by rotary evaporation. The crude product was purified by reverse phase HPLC to give methyl 4-(6-((3-fluoro-2′-(trifluoromethyl)-2,4′-bipyridin-5-yl)methylcarbamoyl)pyridin-3-yl)pipe... Reaction SMILES: [NH2:1][CH:2]1[C:8](=[O:9])[N:7]([CH2:10][CH3:11])[C:6]2[CH:12]=[CH:13][C:14]([N+:18]([O-:20])=[O:19])=[C:15]([O:16][CH3:17])[C:5]=2[CH2:4][CH2:3]1.Br[CH2:22][CH2:23][O:24][CH2:25][CH2:26]Br.C(=O)([O-])[O-].[K+].[K+]>C(#N)C.C(Cl)Cl>[CH2:10]([N:7]1[C:8](=[O:9])[CH:2]([N:1]2[CH2:26][CH2:25][O:24][CH2:23][CH2:22]2)[CH2:3][CH2:4][C:5]2[C:15]([O:16][CH3:17])=[C:14]([N+:18]([O-:20])=[O:19])[CH:13]=[CH:12][C:6]1=2)[CH3:11] |f:2.3.4|. The yield is 33.4%. Run in C(C)#N (Acetonitrile), C(Cl)Cl (CH2Cl2). Yields the product C(C)N1C2=C(CCC(C1=O)N1CCOCC1)C(=C(C=C2)[N+](=O)[O-])OC (1-ethyl-6-methoxy-3-morpholin-4-yl-7-nitro-1,3,4,5-tetrahydro-benzo[b]azepin-2-one). The reactants are NC1CCC2=C(N(C1=O)CC)C=CC(=C2OC)[N+](=O)[O-] (3-Amino-1-ethyl-6-methoxy-7-nitro-1,3,4,5-tetrahydro-benzo[b]azepin-2-one), BrCCOCCBr (1-Bromo-2-(2-bromo-ethoxy)-ethane), C([O-])([O-])=O.[K+].[K+] (Potassium carbonate), C([O-])([O-])=O.[K+].[K+] (Potassium carbonate), BrCCOCCBr (1-Bromo-2-(2-bromo-ethoxy)-ethane). Procedure details: Combine 3-Amino-1-ethyl-6-methoxy-7-nitro-1,3,4,5-tetrahydro-benzo[b]azepin-2-one (0.8 g), 1-Bromo-2-(2-bromo-ethoxy)-ethane (797 mg) and Potassium carbonate (879 mg) in Acetonitrile (37 mL), heat to 85° C., After 2 days, added another eq of Potassium carbonate and 0.5 eq of 1-Bromo-2-(2-bromo-ethoxy)-ethane and continue heating. Diluted with CH2Cl2, filter, the material was concentrated onto Celite and purified by ISCO chromatography (120 g, SiO2, gradient elution 0% MeOH/DCM/to 10% MEOH/DCM) t...